This data is from the Open Reaction Database (ORD), a public repository of structured organic reaction records. The task is: describe an organic reaction: reactants, conditions, products, and yield Yields the product OC(CNC(C1=CC=C(C=C1)S(=O)(=O)CC1=C(C=CC=2C(CCCC12)=O)O[C@H](CN1C=NC=C1)C1=CC=CC=C1)=O)C (N-(2-Hydroxypropyl)-4-{[(2-{[(1S)-2-(1H-imidazol-1-yl)-1-phenylethyl]oxy}-5-oxo-5,6,7,8-tetrahydro-1-naphthalenyl)methyl]sulfonyl}benzamide). Reaction SMILES: [N:1]1([CH2:6][C@@H:7]([O:14][C:15]2[CH:24]=[CH:23][C:22]3[C:21](=[O:25])[CH2:20][CH2:19][CH2:18][C:17]=3[C:16]=2[CH2:26][S:27]([C:30]2[CH:38]=[CH:37][C:33]([C:34](O)=[O:35])=[CH:32][CH:31]=2)(=[O:29])=[O:28])[C:8]2[CH:13]=[CH:12][CH:11]=[CH:10][CH:9]=2)[CH:5]=[CH:4][N:3]=[CH:2]1.[NH2:39][CH2:40][CH:41]([OH:43])[CH3:42]>>[OH:43][CH:41]([CH3:42])[CH2:40][NH:39][C:34](=[O:35])[C:33]1[CH:32]=[CH:31][C:30]([S:27]([CH2:26][C:16]2[C:17]3[CH2:18][CH2:19][CH2:20][C:21](=[O:25])[C:22]=3[CH:23]=[CH:24][C:15]=2[O:14][C@@H:7]([C:8]2[CH:13]=[CH:12][CH:11]=[CH:10][CH:9]=2)[CH2:6][N:1]2[CH:5]=[CH:4][N:3]=[CH:2]2)(=[O:29])=[O:28])=[CH:38][CH:37]=1. The reactants are N1(C=NC=C1)C[C@H](C1=CC=CC=C1)OC1=C(C=2CCCC(C2C=C1)=O)CS(=O)(=O)C1=CC=C(C(=O)O)C=C1 (4-{[(2-{[(1S)-2-(1H-imidazol-1-yl)-1-phenylethyl]oxy}-5-oxo-5,6,7,8-tetrahydro-1-naphthalenyl)methyl]sulfonyl}benzoic acid), NCC(C)O (1-amino-2-propanol). Yield: 39.1%. Reported procedure: Using the method in Example 172, 4-{[(2-{[(1S)-2-(1H-imidazol-1-yl)-1-phenylethyl]oxy}-5-oxo-5,6,7,8-tetrahydro-1-naphthalenyl)methyl]sulfonyl}benzoic acid (53 mg, 0.10 mmol, 0.20M in DMF) and 1-amino-2-propanol (23 mg, 0.30 mmol, 0.6M in DMF) were combined to give 23 mg of the desired compound: Low resolution mass spectrum (LC-MS, APCI) m/z 588 [M+H]+.